describe an organic reaction: reactants, conditions, products, and yield From a dataset of the Open Reaction Database (ORD), a public repository of structured organic reaction records. The reactants are Cl (hydrochloric acid), N1C(=CC=C1)C(=O)O (pyrrole-2-carboxylic acid), C(#N)CC(=O)OCC (ethyl cyanoacetate), P(OCC)(OCC)(=O)C#N (diethyl phosphorocyanidate). Run in O (water), CN(C=O)C (dimethylformamide), C(C)N(CC)CC (triethylamine). Conditions: time 80 minute. The product is O=C(C(C#N)C(=O)OCC)C=1NC=CC1 (β-oxo-α-ethoxycarbonyl-β-(2-pyrrolyl)-propionitrile). As a reaction SMILES: [NH:1]1[CH:5]=[CH:4][CH:3]=[C:2]1[C:6]([OH:8])=O.[C:9]([CH2:11][C:12]([O:14][CH2:15][CH3:16])=[O:13])#[N:10].P(C#N)(=O)(OCC)OCC.Cl>CN(C)C=O.O.C(N(CC)CC)C>[O:8]=[C:6]([C:2]1[NH:1][CH:5]=[CH:4][CH:3]=1)[CH:11]([C:12]([O:14][CH2:15][CH3:16])=[O:13])[C:9]#[N:10]. Procedure: A solution of 2.2 g of pyrrole-2-carboxylic acid, 8.4 ml of anhydrous triethylamine and 2.1 ml of ethyl cyanoacetate in dimethylformamide is treated with 2.9 ml of diethyl phosphorocyanidate at room temperature. After stirring for 80 minutes at room temperature, the reaction mixture is cooled in an ice bath, treated with about 50 ml of water and acidified with 6N hydrochloric acid. The crude precipitate is collected, washed with water, dried and recrystallized from ether to yield β-oxo-α-ethoxyc... The reactants are [Al+3], C1CCOC1, COC(=O)c1ccc(CNS(C)(=O)=O)cc1, CO, ClC(Cl)Cl, [H-], [H-], [H-], [H-], [Li+]. Product: CS(=O)(=O)NCc1ccc(CO)cc1. As a reaction SMILES: [Al+3:18].[CH2:29]1[O:30][CH2:31][CH2:32][CH2:33]1.[CH3:1][S:2](=[O:3])(=[O:4])[NH:5][CH2:6][c:7]1[cH:8][cH:9][c:10]([C:11](=[O:12])[O:13][CH3:14])[cH:15][cH:16]1.[CH3:23][OH:24].[Cl:25][CH:26]([Cl:27])[Cl:28].[H-:17].[H-:20].[H-:21].[H-:22].[Li+:19]>>[CH3:1][S:2](=[O:3])(=[O:4])[NH:5][CH2:6][c:7]1[cH:8][cH:9][c:10]([CH2:11][OH:12])[cH:15][cH:16]1. The reactants are ClC=1C(=NC=CC1)N1N=C(C(=C1C#N)C(F)(F)F)C(C(F)(F)F)(F)F (3-chloro-2-[5-cyano-3-(pentafluoroethyl)-4-(trifluoromethyl)-1H-pyrazol-1-yl]pyridine), CO (methanol), [OH-].[Na+] (sodium hydroxide). Run in O (water). Conditions: time 7 day. The product is FC(C(F)(F)F)(C1=NNC(=C1C(F)(F)F)C(=O)O)F (3-(Pentafluoroethyl)-4-(trifluoromethyl)-1H-pyrazole-5-carboxylic acid). RXN SMILES: ClC1C([N:8]2[C:12]([C:13]#N)=[C:11]([C:15]([F:18])([F:17])[F:16])[C:10]([C:19]([F:25])([F:24])[C:20]([F:23])([F:22])[F:21])=[N:9]2)=NC=CC=1.[OH-:26].[Na+].C[OH:29]>O>[F:24][C:19]([F:25])([C:10]1[C:11]([C:15]([F:18])([F:17])[F:16])=[C:12]([C:13]([OH:29])=[O:26])[NH:8][N:9]=1)[C:20]([F:23])([F:22])[F:21] |f:1.2|. Reported procedure: 4.9 g (12.5 mmol) of 3-chloro-2-[5-cyano-3-(pentafluoroethyl)-4-(trifluoromethyl)-1H-pyrazol-1-yl]pyridine are dissolved in 24 ml of methanol and admixed with 32.6 ml (494 mmol) of 50% strength sodium hydroxide solution (494 mmol). The reaction mixture is stirred for 7 days at room temperature. The reaction mixture is diluted with 10 ml of water and then concentrated to half the volume by evaporation. The mixture is then dripped onto concentrated hydrochloric acid with ice. The colourless solid ... Starting materials: O=S(=O)([O-])c1ccc(-c2ccc(C(F)(F)F)cc2)s1, [Na+], CN(C)C=O, O=S(Cl)Cl. Reaction SMILES: [F:1][C:2]([c:3]1[cH:4][cH:5][c:6](-[c:9]2[cH:10][cH:11][c:12]([S:14](=[O:15])(=[O:16])[O-:17])[s:13]2)[cH:7][cH:8]1)([F:18])[F:19].[Na+:20].[O:21]=[CH:22][N:23]([CH3:24])[CH3:25].[S:26]([Cl:27])([Cl:28])=[O:29]>>[F:1][C:2]([c:3]1[cH:4][cH:5][c:6](-[c:9]2[cH:10][cH:11][c:12]([S:14](=[O:15])(=[O:16])[Cl:28])[s:13]2)[cH:7][cH:8]1)([F:18])[F:19]. Product: O=S(=O)(Cl)c1ccc(-c2ccc(C(F)(F)F)cc2)s1. Starting materials: CCNS(=O)(=O)c1ccc(SCc2ccc(OC)cc2)cc1, CC[SiH](CC)CC, O=C(O)C(F)(F)F. Product: CCNS(=O)(=O)c1ccc(S)cc1. RXN SMILES: [CH2:1]([CH3:2])[NH:3][S:4](=[O:5])(=[O:6])[c:7]1[cH:8][cH:9][c:10]([S:13][CH2:14][c:15]2[cH:16][cH:17][c:18]([O:19][CH3:20])[cH:21][cH:22]2)[cH:11][cH:12]1.[CH2:23]([SiH:24]([CH2:25][CH3:26])[CH2:27][CH3:28])[CH3:29].[OH:30][C:31]([C:32]([F:33])([F:34])[F:35])=[O:36]>>[CH2:1]([CH3:2])[NH:3][S:4](=[O:5])(=[O:6])[c:7]1[cH:8][cH:9][c:10]([SH:13])[cH:11][cH:12]1. The reactants are CC(=O)O[BH-](OC(C)=O)OC(C)=O, O=C([O-])O, CCCN(CCC)CCCCNCc1ccc(C#N)cc1, CCN(CC)c1ccc(C=O)cc1, CCO, [Na+], [Na+]. As a reaction SMILES: [C:35]([O:36][BH-:37]([O:38][C:39](=[O:40])[CH3:41])[O:42][C:43](=[O:44])[CH3:45])(=[O:46])[CH3:47].[C:49](=[O:50])([OH:51])[O-:52].[CH2:1]([CH2:2][CH3:3])[N:4]([CH2:5][CH2:6][CH2:7][CH2:8][NH:9][CH2:10][c:11]1[cH:12][cH:13][c:14]([C:15]#[N:16])[cH:17][cH:18]1)[CH2:19][CH2:20][CH3:21].[CH2:22]([CH3:23])[N:24]([c:25]1[cH:26][cH:27][c:28]([CH:29]=[O:30])[cH:31][cH:32]1)[CH2:33][CH3:34].[CH3:54][CH2:55][OH:56].[Na+:48].[Na+:53]>>[CH2:1]([CH2:2][CH3:3])[N:4]([CH2:5][CH2:6][CH2:7][CH2:8][N:9]([CH2:10][c:11]1[cH:12][cH:13][c:14]([C:15]#[N:16])[cH:17][cH:18]1)[CH2:29][c:28]1[cH:27][cH:26][c:25]([N:24]([CH2:22][CH3:23])[CH2:33][CH3:34])[cH:32][cH:31]1)[CH2:19][CH2:20][CH3:21]. The product is CCCN(CCC)CCCCN(Cc1ccc(C#N)cc1)Cc1ccc(N(CC)CC)cc1. The reactants are C(CC(=O)C)(=O)OC (methyl acetoacetate), N (ammonia), [OH-].[Ca+2].[OH-] (calcium hydroxide), C(CCCCC)(=O)Cl (hexanoyl chloride). Run in C(Cl)Cl (methylene chloride), C(C)C(=O)C (methyl ethyl ketone). Yields the product C(CCCCC)(=O)CC(=O)OC (methyl hexanoylacetate). Isolated yield 95.8%. RXN SMILES: [C:1]([O:7][CH3:8])(=[O:6])[CH2:2][C:3]([CH3:5])=[O:4].[OH-].[Ca+2].[OH-].[C:12](Cl)(=O)[CH2:13][CH2:14][CH2:15]CC.N>C(Cl)Cl.C(C(C)=O)C>[C:3]([CH2:2][C:1]([O:7][CH3:8])=[O:6])(=[O:4])[CH2:5][CH2:12][CH2:13][CH2:14][CH3:15] |f:1.2.3|. Procedure details: Under the same conditions as in Example 1, 116 g (1.0 mol) of methyl acetoacetate in a mixture of 520 ml of methylene chloride and 30 ml of methyl ethyl ketone were reacted with 77.8 g (1.05 mol) of calcium hydroxide and 148.0 g (1.1 mol) of hexanoyl chloride. The pH in the subsequent reaction with ammonia was adjusted to 9.2. This gave 165 g (GC purity 78.5%) of methyl hexanoylacetate (yield 75.0%).